Dataset: the Open Reaction Database (ORD), a public repository of structured organic reaction records. Task: describe an organic reaction: reactants, conditions, products, and yield Starting materials: ice water, [N-]=[N+]=[N-].[Na+] (sodium azide), N1=CC=C(C=C1)CCN1N=CC(=C1)N (1-(2-Pyridin-4-yl-ethyl)-1H-pyrazol-4-ylamine), N(=O)[O-].[Na+] (sodium nitrite), [OH-].[Na+] (NaOH). The solvent is O (water), CC(=O)O (AcOH), OS(=O)(=O)O (H2SO4), O (water). Conditions: temperature 0 celsius, time 1 hour. Product: N(=[N+]=[N-])C=1C=NN(C1)CCC1=CC=NC=C1 (4-[2-(4-azido-1H-pyrazol-1-yl)ethyl]pyridine). RXN SMILES: [N:1]1[CH:6]=[CH:5][C:4]([CH2:7][CH2:8][N:9]2[CH:13]=[C:12]([NH2:14])[CH:11]=[N:10]2)=[CH:3][CH:2]=1.N([O-])=O.[Na+].[N-:19]=[N+:20]=[N-].[Na+].[OH-].[Na+]>CC(O)=O.OS(O)(=O)=O.O>[N:14]([C:12]1[CH:11]=[N:10][N:9]([CH2:8][CH2:7][C:4]2[CH:5]=[CH:6][N:1]=[CH:2][CH:3]=2)[CH:13]=1)=[N+:19]=[N-:20] |f:1.2,3.4,5.6|. Reported procedure: To a cooled solution (0° C.) of 1-(2-Pyridin-4-yl-ethyl)-1H-pyrazol-4-ylamine (300 mg; 2.66 mmol; 1.0 eq.) in AcOH (2.0 mL) and H2SO4 (1.0 mL) was added dropwise a solution of sodium nitrite (220 mg; 3.19 mmol; 1.2 eq.) in water (1.50 mL) and the reaction mixture was stirred at 0° C. for 1 hour. A solution of sodium azide (207 mg; 3.2 mmol; 1.2 eq.) in water (1.5 mL) was then added dropwise at 0° C. and the reaction mixture was stirred at 0° C. for 2 hours. The reaction mixture was then poured i... The reagents and catalysts are FC(C(=O)O)(F)F (Trifluoroaceticacid). The reactants are [BH4-].[Na+] (NaBH4), C1(=CC=CC=C1)C.O (toluene water), COC1=C(C=O)C=CC(=C1)OC (2,4-dimethoxybenzaldehyde), NC1=CC=CC=C1 (aniline). Product: COC1=C(CNC2=CC=CC=C2)C=CC(=C1)OC (N-(2,4-dimethoxybenzyl)-aniline). Reaction SMILES: [CH3:1][O:2][C:3]1[CH:10]=[C:9]([O:11][CH3:12])[CH:8]=[CH:7][C:4]=1[CH:5]=O.[NH2:13][C:14]1[CH:19]=[CH:18][CH:17]=[CH:16][CH:15]=1.C1(C)C=CC=CC=1.O.[BH4-].[Na+]>FC(F)(F)C(O)=O.C1(C)C=CC=CC=1>[CH3:1][O:2][C:3]1[CH:10]=[C:9]([O:11][CH3:12])[CH:8]=[CH:7][C:4]=1[CH2:5][NH:13][C:14]1[CH:19]=[CH:18][CH:17]=[CH:16][CH:15]=1 |f:2.3,4.5|. The solvent is C1(=CC=CC=C1)C (toluene). Procedure: Trifluoroaceticacid (10 drops) was added to a solution of 2,4-dimethoxybenzaldehyde (16.62 g, 100 mmol) and aniline (9.31 g, 100 mmol) in toluene (100 mL). The reaction mixture was stirred at reflux temperature and toluene/water was distilled off during 1.5 h. After cooling the reaction mixture was concentrated at reduced pressure and the residue was dissolved in MeOH (200 mL). NaBH4 (2.0 g, 54 mmol) was added in portions during 20 min and the reaction mixture was then stirred for 1 h. The produ... The reactants are COC(=O)c1cc2cc(S(C)(=O)=O)ccc2n1S(=O)(=O)c1ccccc1, CO, Cl, [K+], C1CCOC1, [OH-]. The product is COC(=O)c1cc2cc(S(C)(=O)=O)ccc2[nH]1. Reaction SMILES: [CH3:1][O:2][C:3](=[O:4])[c:5]1[n:6]([S:18]([c:19]2[cH:20][cH:21][cH:22][cH:23][cH:24]2)(=[O:25])=[O:26])[c:7]2[cH:8][cH:9][c:10]([S:14](=[O:15])(=[O:16])[CH3:17])[cH:11][c:12]2[cH:13]1.[CH3:35][OH:36].[ClH:34].[K+:33].[O:27]1[CH2:28][CH2:29][CH2:30][CH2:31]1.[OH-:32]>>[CH3:1][O:2][C:3](=[O:4])[c:5]1[nH:6][c:7]2[cH:8][cH:9][c:10]([S:14](=[O:15])(=[O:16])[CH3:17])[cH:11][c:12]2[cH:13]1. Reactants: O (water), C1(=CC=C(C=C1)S(=O)(=O)NCCCN(CCN(CCCNS(=O)(=O)C1=CC=C(C=C1)C)S(=O)(=O)C1=CC=C(C=C1)C)S(=O)(=O)C1=CC=C(C=C1)C)C (1,5,8,12-Tetrakis(p-tolylsulfonyl)-1,5,8,12-tetraazadodecane), CN(C=O)C (dimethylform amide), [H-].[Na+] (NaH), 3,6,9-Tris(p-tolylsulfonyl)-3,6,9-triazaundecane-1,11-dimethanesulfonate, CN(C=O)C (dimethylform amide). Reaction conditions: temperature 80 celsius, time 30 minute. Product: C1(=CC=C(C=C1)S(=O)(=O)N1CCCN(CCN(CCCN(CCN(CCN(CCN(CC1)S(=O)(=O)C1=CC=C(C=C1)C)S(=O)(=O)C1=CC=C(C=C1)C)S(=O)(=O)C1=CC=C(C=C1)C)S(=O)(=O)C1=CC=C(C=C1)C)S(=O)(=O)C1=CC=C(C=C1)C)S(=O)(=O)C1=CC=C(C=C1)C)C (1,5,8,12,15,18,21-Heptakis(p-tolylsulfonyl)-1,5,8,12,15,18,21-heptaazacyclotricosane). As a reaction SMILES: [C:1]1([CH3:52])[CH:6]=[CH:5][C:4]([S:7]([NH:10][CH2:11][CH2:12][CH2:13][N:14]([S:42]([C:45]2[CH:50]=[CH:49][C:48]([CH3:51])=[CH:47][CH:46]=2)(=[O:44])=[O:43])[CH2:15][CH2:16][N:17]([S:32]([C:35]2[CH:40]=[CH:39][C:38]([CH3:41])=[CH:37][CH:36]=2)(=[O:34])=[O:33])[CH2:18][CH2:19][CH2:20][NH:21][S:22]([C:25]2[CH:30]=[CH:29][C:28]([CH3:31])=[CH:27][CH:26]=2)(=[O:24])=[O:23])(=[O:9])=[O:8])=[CH:3][CH:2]=1.[H-].[Na+].[OH2:55].C[N:57]([CH3:60])[CH:58]=O>>[C:1]1([CH3:52])[CH:6]=[CH:5][C:4]([S:7]([N:10]2[CH2:12][CH2:13][N:14]([S:42]([C:45]3[CH:46]=[CH:47][C:48]([CH3:51])=[CH:49][CH:50]=3)(=[O:43])=[O:55])[CH2:15][CH2:60][N:57]([S:7]([C:4]3[CH:5]=[CH:6][C:1]([CH3:52])=[CH:2][CH:3]=3)(=[O:8])=[O:9])[CH2:58][CH2:16][N:17]([S:32]([C:35]3[CH:36]=[CH:37][C:38]([CH3:41])=[CH:39][CH:40]=3)(=[O:34])=[O:33])[CH2:18][CH2:19][N:21]([S:22]([C:25]3[CH:30]=[CH:29][C:28]([CH3:31])=[CH:27][CH:26]=3)(=[O:24])=[O:23])[CH2:20][CH2:19][CH2:18][N:17]([S:32]([C:35]3[CH:40]=[CH:39][C:38]([CH3:41])=[CH:37][CH:36]=3)(=[O:33])=[O:34])[CH2:16][CH2:15][N:14]([S:42]([C:45]3[CH:46]=[CH:47][C:48]([CH3:51])=[CH:49][CH:50]=3)(=[O:44])=[O:43])[CH2:13][CH2:12][CH2:11]2)(=[O:8])=[O:9])=[CH:3][CH:2]=1 |f:1.2|. Procedure details: Subsequently, 126 g (0.16 mol) of 1,5,8,12-Tetrakis(p-tolylsulfonyl)-1,5,8,12-tetraazadodecane was dissolved in 1500 ml of anhydrous dimethylform amide and then, 7.2 g (0.3 mol) of NaH was slowly added thereto in a nitrogen atmosphere. The mixture was heated for 30 minutes at a temperature of 80° C. 500 ml of dimethylform amide solution in which 129.5 g (0.16 mol) of the 3,6,9-Tris(p-tolylsulfonyl)-3,6,9-triazaundecane-1,11-dimethanesulfonate was dissolved was slowly added to the mixture at a te... Starting materials: F[B-](F)(F)F, O=C(O)C(CCCN1C(=O)c2ccccc2C1=O)CCCN1C(=O)c2ccccc2C1=O, CC(C)(C)OC(=O)C1CCCN1, O=C([O-])O, CN1CCOCC1, Cl, [Na+], CN(C)C=O, CN(C)C(On1nnc2ccccc21)=[N+](C)C. Yields the product CC(C)(C)OC(=O)C1CCCN1C(=O)C(CCCN1C(=O)c2ccccc2C1=O)CCCN1C(=O)c2ccccc2C1=O. RXN SMILES: [B-:53]([F:54])([F:55])([F:56])[F:57].[C:1]1(=[O:32])[c:2]2[c:3]([cH:28][cH:29][cH:30][cH:31]2)[C:4](=[O:27])[N:5]1[CH2:6][CH2:7][CH2:8][CH:9]([C:10](=[O:11])[OH:12])[CH2:13][CH2:14][CH2:15][N:16]1[C:17](=[O:26])[c:18]2[c:19]([cH:22][cH:23][cH:24][cH:25]2)[C:20]1=[O:21].[C:34]([CH3:35])([CH3:36])([CH3:37])[O:38][C:39]([CH:40]1[NH:41][CH2:42][CH2:43][CH2:44]1)=[O:45].[C:75](=[O:76])([OH:77])[O-:78].[CH3:46][N:47]1[CH2:48][CH2:49][O:50][CH2:51][CH2:52]1.[ClH:33].[Na+:79].[O:80]=[CH:81][N:82]([CH3:83])[CH3:84].[n:58]1([O:59][C:60]([N:61]([CH3:62])[CH3:63])=[N+:64]([CH3:65])[CH3:66])[c:67]2[cH:68][cH:69][cH:70][cH:71][c:72]2[n:73][n:74]1>>[C:1]1(=[O:32])[c:2]2[c:3]([cH:28][cH:29][cH:30][cH:31]2)[C:4](=[O:27])[N:5]1[CH2:6][CH2:7][CH2:8][CH:9]([C:10](=[O:12])[N:41]1[CH:40]([C:39]([O:38][C:34]([CH3:35])([CH3:36])[CH3:37])=[O:45])[CH2:44][CH2:43][CH2:42]1)[CH2:13][CH2:14][CH2:15][N:16]1[C:17](=[O:26])[c:18]2[c:19]([cH:22][cH:23][cH:24][cH:25]2)[C:20]1=[O:21]. The reactants are COC(=O)C1(CC1)NC(=O)C=1C(=C2C(=NNC2=CC1)\C=C\C1=CC=C(C=C1)F)OC (1-({3-[(E)-2-(4-fluorophenyl)-vinyl]-4-methoxy-1H-indazol-5-carbonyl}-amino)-cyclopropane carboxylic acid methyl ester), [OH-].[Na+] (sodium hydroxide). Solvent: O1CCCC1 (tetrahydrofuran), CO (methanol), O (water). Reaction conditions: time 8 hour. Product: FC1=CC=C(C=C1)/C=C/C1=NNC2=CC=C(C(=C12)OC)C(=O)NC1(CC1)C(=O)O (1-({3-[(E)-2-(4-Fluorophenyl)-vinyl]-4-methoxy-1H-indazol-5-carbonyl}-amino)-cyclopropane carboxylic acid). Isolated yield 78.2%. As a reaction SMILES: C[O:2][C:3]([C:5]1([NH:8][C:9]([C:11]2[C:12]([O:29][CH3:30])=[C:13]3[C:17](=[CH:18][CH:19]=2)[NH:16][N:15]=[C:14]3/[CH:20]=[CH:21]/[C:22]2[CH:27]=[CH:26][C:25]([F:28])=[CH:24][CH:23]=2)=[O:10])[CH2:7][CH2:6]1)=[O:4].[OH-].[Na+]>O1CCCC1.CO.O>[F:28][C:25]1[CH:24]=[CH:23][C:22](/[CH:21]=[CH:20]/[C:14]2[C:13]3[C:17](=[CH:18][CH:19]=[C:11]([C:9]([NH:8][C:5]4([C:3]([OH:4])=[O:2])[CH2:7][CH2:6]4)=[O:10])[C:12]=3[O:29][CH3:30])[NH:16][N:15]=2)=[CH:27][CH:26]=1 |f:1.2|. Reported procedure: To a mixed solution of 200 mg of 1-({3-[(E)-2-(4-fluorophenyl)-vinyl]-4-methoxy-1H-indazol-5-carbonyl}-amino)-cyclopropane carboxylic acid methyl ester obtained in Example 1317 in 5 ml of tetrahydrofuran and 2 ml of methanol was added 2 ml of a 1N sodium hydroxide aqueous solution, followed by stirring at room temperature overnight. The reaction mixture was diluted with water and the aqueous layer was washed with diethyl ether. The aqueous layer was adjusted to pH 2 by adding 1N hydrochloric aci...